This data is from the Open Reaction Database (ORD), a public repository of structured organic reaction records. The task is: describe an organic reaction: reactants, conditions, products, and yield The reactants are C=CCOC(=O)c1ccc(C(=O)O)cc1, CC(O)c1ccc2c(c1)C(C)(C)CCC2(C)C. The product is C=CCOC(=O)c1ccc(C(=O)OC(C)c2ccc3c(c2)C(C)(C)CCC3(C)C)cc1. Reaction SMILES: [CH2:1]([CH:2]=[CH2:3])[O:4][C:5](=[O:6])[c:7]1[cH:8][cH:9][c:10]([C:11](=[O:12])[OH:13])[cH:14][cH:15]1.[CH3:16][C:17]1([CH3:32])[c:18]2[cH:19][cH:20][c:21]([CH:29]([CH3:30])[OH:31])[cH:22][c:23]2[C:24]([CH3:27])([CH3:28])[CH2:25][CH2:26]1>>[CH2:1]([CH:2]=[CH2:3])[O:4][C:5](=[O:6])[c:7]1[cH:8][cH:9][c:10]([C:11](=[O:12])[O:31][CH:29]([c:21]2[cH:20][cH:19][c:18]3[c:23]([cH:22]2)[C:24]([CH3:27])([CH3:28])[CH2:25][CH2:26][C:17]3([CH3:16])[CH3:32])[CH3:30])[cH:14][cH:15]1. Starting materials: C12(CC3CC(CC(C1)C3)C2)C2(C3(C=CC(C2)C3)C(C)C)C(=O)[O-] (1-Adamanty-1-methylethyl-5-norbornene-2-carboxylate), C1(\C=C/C(=O)O1)=O (maleic anhydride), CC(C)(C#N)N=NC(C)(C)C#N (AIBN). Run in C1CCOC1 (THF). Yields the product C12(CC3CC(CC(C1)C3)C2)C2(C3(C=CC(C2)C3)C(C)C)C(=O)[O-].C1(\C=C/C(=O)O1)=O (1-adamantyl-1-methylethyl-5-norbornene-2-carboxylate maleic Anhydride). As a reaction SMILES: [C:1]12([C:11]3([C:21]([O-:23])=[O:22])[CH2:16][CH:15]4[CH2:17][C:12]3([CH:18]([CH3:20])[CH3:19])[CH:13]=[CH:14]4)[CH2:10][CH:5]3[CH2:6][CH:7]([CH2:9][CH:3]([CH2:4]3)[CH2:2]1)[CH2:8]2.[C:24]1(=[O:30])[O:29][C:27](=[O:28])[CH:26]=[CH:25]1.CC(N=NC(C#N)(C)C)(C#N)C>C1COCC1>[C:1]12([C:11]3([C:21]([O-:23])=[O:22])[CH2:16][CH:15]4[CH2:17][C:12]3([CH:18]([CH3:20])[CH3:19])[CH:13]=[CH:14]4)[CH2:2][CH:3]3[CH2:9][CH:7]([CH2:6][CH:5]([CH2:4]3)[CH2:10]1)[CH2:8]2.[C:27]1(=[O:28])[O:29][C:24](=[O:30])[CH:25]=[CH:26]1 |f:4.5|. Procedure: 10.8 g of 1-adamantyl-1-methylethyl-5-norbornene-2-carboxylate prepared in Example 1, and 3.37 g of maleic anhydride were dissolved in 7.1 9 of THF. 0.112 g of AIBN was added to the resultant, degassed and polymerized at a temperature of about 65° C. for about 24 hours. The reactants are NC(=O)CBr, CN(C)C=O, O=S(=O)(Cc1cccc(C(F)(F)F)c1)NC1CC1, [H-], [Na+], O. Yields the product NC(=O)CN(C1CC1)S(=O)(=O)Cc1cccc(C(F)(F)F)c1. Reaction SMILES: [Br:21][CH2:22][C:23](=[O:24])[NH2:25].[CH3:27][N:28]([CH3:29])[CH:30]=[O:31].[CH:3]1([NH:6][S:7](=[O:8])(=[O:9])[CH2:10][c:11]2[cH:12][c:13]([C:17]([F:18])([F:19])[F:20])[cH:14][cH:15][cH:16]2)[CH2:4][CH2:5]1.[H-:1].[Na+:2].[OH2:26]>>[CH:3]1([N:6]([S:7](=[O:8])(=[O:9])[CH2:10][c:11]2[cH:12][c:13]([C:17]([F:18])([F:19])[F:20])[cH:14][cH:15][cH:16]2)[CH2:22][C:23](=[O:24])[NH2:25])[CH2:4][CH2:5]1. Reactants: CN(C(C1=CC=C(C=C1)[C@@H](CC(=O)C1=CC(=NC=C1)C)C1=C(C=CC=C1)C)=O)C (N,N-dimethyl-4-[(R)-3-(2-methyl-pyridin-4-yl)-3-oxo-1-o-tolyl-propyl]-benzamide), Cl.NO (hydroxylamine hydrochloride), C(O)([O-])=O.[Na+] (sodium hydrogencarbonate). Yields the product O\N=C(/C[C@@H](C1=C(C=CC=C1)C)C1=CC=C(C(=O)N(C)C)C=C1)\C1=CC(=NC=C1)C (4-[(R)-3-[(E)-Hydroxyimino]-3-(2-methyl-pyridin-4-yl)-1-o-tolyl-propyl]-N,N-dimethyl-benzamide). Reaction SMILES: [CH3:1][N:2]([CH3:29])[C:3](=[O:28])[C:4]1[CH:9]=[CH:8][C:7]([C@H:10]([C:21]2[CH:26]=[CH:25][CH:24]=[CH:23][C:22]=2[CH3:27])[CH2:11][C:12]([C:14]2[CH:19]=[CH:18][N:17]=[C:16]([CH3:20])[CH:15]=2)=O)=[CH:6][CH:5]=1.Cl.[NH2:31][OH:32].C(=O)([O-])O.[Na+]>>[OH:32]/[N:31]=[C:12](/[C:14]1[CH:19]=[CH:18][N:17]=[C:16]([CH3:20])[CH:15]=1)\[CH2:11][C@H:10]([C:7]1[CH:8]=[CH:9][C:4]([C:3]([N:2]([CH3:29])[CH3:1])=[O:28])=[CH:5][CH:6]=1)[C:21]1[CH:26]=[CH:25][CH:24]=[CH:23][C:22]=1[CH3:27] |f:1.2,3.4|. Procedure: In analogy to example 132, step 6, from N,N-dimethyl-4-[(R)-3-(2-methyl-pyridin-4-yl)-3-oxo-1-o-tolyl-propyl]-benzamide and hydroxylamine hydrochloride in the presence of sodium hydrogencarbonate was prepared the title compound as a white foam, MS (ESI+): m/z=402.4 ([M+H]+). Starting materials: N(=[N+]=[N-])C=1C[C@H]2N(C1C(=O)OCC1=CC=CC=C1)C(C2)=O (benzyl 2-azido-carbapen-2-em-3-carboxylate), C(C)(=O)OC=C (vinyl acetate), C([O-])(O)=O.[Na+] (sodium bicarbonate). Solvent: ClCCl (dichloromethane). Reaction conditions: time 3 day. Yields the product C(C)(=O)OC1N(C1)C=1C[C@H]2N(C1C(=O)OCC1=CC=CC=C1)C(C2)=O (benzyl 2-(2-acetoxyaziridin-1-yl)-carbapen-2-em-3-carboxylate). The yield is 19.0%. As a reaction SMILES: [N:1]([C:4]1[CH2:5][C@@H:6]2[CH2:20][C:19](=[O:21])[N:7]2[C:8]=1[C:9]([O:11][CH2:12][C:13]1[CH:18]=[CH:17][CH:16]=[CH:15][CH:14]=1)=[O:10])=[N+]=[N-].[C:22]([O:25][CH:26]=[CH2:27])(=[O:24])[CH3:23].C(=O)(O)[O-].[Na+]>ClCCl>[C:22]([O:25][CH:26]1[CH2:27][N:1]1[C:4]1[CH2:5][C@@H:6]2[CH2:20][C:19](=[O:21])[N:7]2[C:8]=1[C:9]([O:11][CH2:12][C:13]1[CH:18]=[CH:17][CH:16]=[CH:15][CH:14]=1)=[O:10])(=[O:24])[CH3:23] |f:2.3|. Reported procedure: A solution of benzyl 2-azido-carbapen-2-em-3-carboxylate (5.3 mg, 19 micromol) and vinyl acetate (100 microliter) in dry dichloromethane (200 microliter) was treated with excess sodium bicarbonate and kept 3 days at ambient temperature. The mixture was filtered through florisil, the florisil was washed with ethyl acetate (25 ml), and the combined filtrate and wash was evaporated under vacuum. The residue was chromatographed on one 20 cm×20 cm 250 micron silica gel preparative thin layer chromato...